Dataset: the Open Reaction Database (ORD), a public repository of structured organic reaction records. Task: describe an organic reaction: reactants, conditions, products, and yield Reactants: Cl, O=N[O-], N#Cc1cnc(N)nc1, [Na+], [Na+], [OH-], O. The product is N#Cc1cnc(Cl)nc1. Reaction SMILES: [ClH:1].[N:11]([O-:12])=[O:13].[NH2:2][c:3]1[n:4][cH:5][c:6]([C:9]#[N:10])[cH:7][n:8]1.[Na+:14].[Na+:16].[OH-:15].[OH2:17]>>[Cl:1][c:3]1[n:4][cH:5][c:6]([C:9]#[N:10])[cH:7][n:8]1.